describe an organic reaction: reactants, conditions, products, and yield From a dataset of the Open Reaction Database (ORD), a public repository of structured organic reaction records. The reactants are C1(=CC=CC=C1)C1=C(C(=O)O)C=CC=C1 (o-phenylbenzoic acid), C(C(=O)Cl)(=O)Cl (oxalyl chloride), NC1=CC=C(C(=O)N2CCC(\C(\C3=C2C=CC=C3)=C\C(=O)OC)(F)F)C=C1 (methyl (E)-[1-(4-aminobenzoyl)-4,4-difluoro-2,3,4,5-tetrahydro-1H-1-benzazepin-5ylidene]acetate). Yields the product FC\1(CCN(C2=C(/C1=C\C(=O)OC)C=CC=C2)C(C2=CC=C(C=C2)NC(C2=C(C=CC=C2)C2=CC=CC=C2)=O)=O)F (methyl (E)-[4,4-difluoro-1-[4-(2-phenylbenzoylamino)benzoyl]-2,3,4,5-tetrahydro-1H-1-benzazepin-5-ylidene]acetate). Isolated yield 96.7%. Reaction SMILES: [C:1]1([C:7]2[CH:15]=[CH:14][CH:13]=[CH:12][C:8]=2[C:9]([OH:11])=O)[CH:6]=[CH:5][CH:4]=[CH:3][CH:2]=1.C(Cl)(=O)C(Cl)=O.[NH2:22][C:23]1[CH:48]=[CH:47][C:26]([C:27]([N:29]2[C:35]3[CH:36]=[CH:37][CH:38]=[CH:39][C:34]=3/[C:33](=[CH:40]\[C:41]([O:43][CH3:44])=[O:42])/[C:32]([F:46])([F:45])[CH2:31][CH2:30]2)=[O:28])=[CH:25][CH:24]=1>>[F:46][C:32]1([F:45])[CH2:31][CH2:30][N:29]([C:27](=[O:28])[C:26]2[CH:25]=[CH:24][C:23]([NH:22][C:9](=[O:11])[C:8]3[CH:12]=[CH:13][CH:14]=[CH:15][C:7]=3[C:1]3[CH:2]=[CH:3][CH:4]=[CH:5][CH:6]=3)=[CH:48][CH:47]=2)[C:35]2[CH:36]=[CH:37][CH:38]=[CH:39][C:34]=2/[C:33]/1=[CH:40]\[C:41]([O:43][CH3:44])=[O:42]. Procedure details: Using 127 mg of o-phenylbenzoic acid, 0.141 ml of oxalyl chloride and 200 mg of methyl (E)-[1-(4-aminobenzoyl)-4,4-difluoro-2,3,4,5-tetrahydro-1H-1-benzazepin-5ylidene]acetate, a similar procedure as in Reference Example 8 was repeated to obtain 287 mg of methyl (E)-[4,4-difluoro-1-[4-(2-phenylbenzoylamino)benzoyl]-2,3,4,5-tetrahydro-1H-1-benzazepin-5-ylidene]acetate. Run in C1CCOC1 (THF), C1CCOC1 (THF). The product is COC(C(C(CC(=O)O)C1=CC(=CC=C1)F)CC=C)=O (2-Allyl-3-(3-fluoro-phenyl)-pentanedioic acid 1-methyl ester). Reaction conditions: time 40 minute. Reported procedure: To a cooled (-78° C.) solution of LDA (7.1 mL, 2.0 M, 14.2 mmol) in 50 mL THF was added a solution of 3-(3-fluoro-phenyl)-pentanedioic acid monomethyl ester (2-4) (1.58 g, 6.58 mmol) in 10 mL THF gradually. The mixture was stirred for 40 min, treated with allyl bromide (1.71 mL, 19.7 mmol) at -78° C. and stirred overnight while it was warmed to room temperature. It was then concentrated and diluted with 20 mL CH2Cl2 and 15 mL EtOH. To the resulting solution was added EDAC (1.88 g, 9.87 mmol) and... RXN SMILES: [Li+].CC([N-][CH:6]([CH3:8])[CH3:7])C.[CH3:9][O:10][C:11](=[O:25])[CH2:12][CH:13]([C:18]1[CH:23]=[CH:22][CH:21]=[C:20]([F:24])[CH:19]=1)[CH2:14][C:15]([OH:17])=[O:16].C(Br)C=C.CCN=C=NCCCN(C)C>C1COCC1.CN(C1C=CN=CC=1)C>[CH3:9][O:10][C:11](=[O:25])[CH:12]([CH2:8][CH:6]=[CH2:7])[CH:13]([C:18]1[CH:23]=[CH:22][CH:21]=[C:20]([F:24])[CH:19]=1)[CH2:14][C:15]([OH:17])=[O:16] |f:0.1|. Reagents/catalysts: CN(C)C=1C=CN=CC1 (DMAP). The reactants are COC(CC(CC(=O)O)C1=CC(=CC=C1)F)=O (3-(3-Fluoro-phenyl)-pentanedioic acid monomethyl ester), CCN=C=NCCCN(C)C (EDAC), [Li+].CC(C)[N-]C(C)C (LDA), C(C=C)Br (allyl bromide).